From a dataset of the Open Reaction Database (ORD), a public repository of structured organic reaction records. describe an organic reaction: reactants, conditions, products, and yield Starting materials: FC=1C=C(C=C(C1)F)B(O)O (3,5-difluorophenylboronic acid), N(CCO)CCO (diethanolamin). The product is FC=1C=C(C=C(C1)F)B1OCCNCCO1 (2-(3,5-Difluorophenyl)-[1,3,6,2]dioxazaborocane). Isolated yield 93.0%. Reaction SMILES: [F:1][C:2]1[CH:3]=[C:4]([B:9]([OH:11])[OH:10])[CH:5]=[C:6]([F:8])[CH:7]=1.[NH:12]([CH2:16][CH2:17]O)[CH2:13][CH2:14]O>>[F:8][C:6]1[CH:5]=[C:4]([B:9]2[O:10][CH2:17][CH2:16][NH:12][CH2:13][CH2:14][O:11]2)[CH:3]=[C:2]([F:1])[CH:7]=1. Procedure: The title compound (93%, crystals) was prepared from 3,5-difluorophenylboronic acid and diethanolamin. Reactants: COC(=O)Cc1ccc(OC)c(Oc2ccc(Br)cc2CN2C(=O)OC(c3ccccc3)C2C)c1, CS(=O)[O-], CN1CCCC1=O, I[Cu]I, [Na+]. The product is COC(=O)Cc1ccc(OC)c(Oc2ccc(S(C)(=O)=O)cc2CN2C(=O)OC(c3ccccc3)C2C)c1. Reaction SMILES: [CH3:1][O:2][C:3]([CH2:4][c:5]1[cH:6][c:7]([O:13][c:14]2[c:15]([CH2:21][N:22]3[C:23](=[O:34])[O:24][CH:25]([c:28]4[cH:29][cH:30][cH:31][cH:32][cH:33]4)[CH:26]3[CH3:27])[cH:16][c:17]([Br:20])[cH:18][cH:19]2)[c:8]([O:11][CH3:12])[cH:9][cH:10]1)=[O:35].[CH3:36][S:37](=[O:38])[O-:39].[CH3:41][N:42]1[CH2:43][CH2:44][CH2:45][C:46]1=[O:47].[Cu:48]([I:49])[I:50].[Na+:40]>>[CH3:1][O:2][C:3]([CH2:4][c:5]1[cH:6][c:7]([O:13][c:14]2[c:15]([CH2:21][N:22]3[C:23](=[O:34])[O:24][CH:25]([c:28]4[cH:29][cH:30][cH:31][cH:32][cH:33]4)[CH:26]3[CH3:27])[cH:16][c:17]([S:37]([CH3:36])(=[O:38])=[O:39])[cH:18][cH:19]2)[c:8]([O:11][CH3:12])[cH:9][cH:10]1)=[O:35]. The reactants are ClC=1C=C(C=NC1Cl)NCC(OC)OC ((5,6-dichloro-pyridin-3-yl)-(2,2-dimethoxy-ethyl)-amine), C(C=C)Br (allyl bromide), O (water), [OH-].[Na+] (sodium hydroxide). Reagents/catalysts: [Cl-].C[N+](CCCC)(CCCC)CCCC (methyl tributyl ammonium chloride). Solvent: C(C)(C)(C)OC (methyl tert-butyl ether), C(C)(C)(C)OC (methyl tert-butyl ether). Reaction conditions: temperature 30 celsius, time 24 hour. Product: C(C=C)N(CC(OC)OC)C=1C=NC(=C(C1)Cl)Cl (Allyl-(5,6-dichloro-pyridin-3-yl)-(2,2-dimethoxy-ethyl)-amine). RXN SMILES: [Cl:1][C:2]1[CH:3]=[C:4]([NH:9][CH2:10][CH:11]([O:14][CH3:15])[O:12][CH3:13])[CH:5]=[N:6][C:7]=1[Cl:8].[CH2:16](Br)[CH:17]=[CH2:18].[OH-].[Na+].O>[Cl-].C[N+](CCCC)(CCCC)CCCC.C(OC)(C)(C)C>[CH2:18]([N:9]([C:4]1[CH:5]=[N:6][C:7]([Cl:8])=[C:2]([Cl:1])[CH:3]=1)[CH2:10][CH:11]([O:14][CH3:15])[O:12][CH3:13])[CH:17]=[CH2:16] |f:2.3,5.6|. Procedure: To a mixture of (5,6-dichloro-pyridin-3-yl)-(2,2-dimethoxy-ethyl)-amine (190 g), allyl bromide (137.4 g), and methyl tributyl ammonium chloride (23.8 g) in methyl tert-butyl ether (1140 mL) was added 50% aqueous sodium hydroxide (665 mL). This was then stirred at 25-35° C. for about 24 hours. Then water (375 g) and methyl tert-butyl ether (280 g) were added and then the layers were separated. The organic layer was washed with 10 mM potassium phosphate dibasic/10 mM potassium phosphate monobasic ... The reactants are C1OC2=C(O1)C=C(C=C2)O (sesamol), C(C)(=O)[O-].[Na+] (sodium acetate). Solvent: C(C)(=O)OC(C)=O (acetic anhydride). Conditions: temperature 90 celsius, time 2 hour. The product is OC=1C(=CC2=C(OCO2)C1)C(C)=O (1-(6-hydroxybenzo[d][1,3]dioxol-5-yl)ethanone). The yield is 82.0%. Reaction SMILES: [CH2:1]1[O:5][C:4]2[CH:6]=[C:7]([OH:10])[CH:8]=[CH:9][C:3]=2[O:2]1.[C:11]([O-])(=[O:13])[CH3:12].[Na+]>C(OC(=O)C)(=O)C>[OH:10][C:7]1[C:8]([C:11](=[O:13])[CH3:12])=[CH:9][C:3]2[O:2][CH2:1][O:5][C:4]=2[CH:6]=1 |f:1.2|. Procedure: A solution of sesamol (5.6 g, 40 mmol) in acetic anhydride (20 mL) was cooled to 0° C. under an argon atmosphere. The solution was slowly added with boron trifluoride/diethyl ether complex (10 mL), and then the mixture was stirred at 90° C. for 2 hours. The reaction mixture was added to saturated aqueous sodium acetate (50 mL), and the mixture was stirred at room temperature. The solid formed was removed by filtration, and then the reaction mixture was extracted with ethyl acetate, and the organ... The reactants are [Al+3], O=C([O-])O, C1CCOC1, [H-], [H-], [H-], [H-], [Li+], [Na+], COC(=O)Cc1coc2c(OC3CCCCO3)cccc12. Yields the product OCCc1coc2c(OC3CCCCO3)cccc12. As a reaction SMILES: [Al+3:23].[C:28](=[O:29])([O-:30])[OH:31].[CH2:33]1[O:34][CH2:35][CH2:36][CH2:37]1.[H-:22].[H-:25].[H-:26].[H-:27].[Li+:24].[Na+:32].[O:1]1[CH:2]([O:7][c:8]2[cH:9][cH:10][cH:11][c:12]3[c:13]([CH2:17][C:18](=[O:19])[O:20][CH3:21])[cH:14][o:15][c:16]23)[CH2:3][CH2:4][CH2:5][CH2:6]1>>[O:1]1[CH:2]([O:7][c:8]2[cH:9][cH:10][cH:11][c:12]3[c:13]([CH2:17][CH2:18][OH:19])[cH:14][o:15][c:16]23)[CH2:3][CH2:4][CH2:5][CH2:6]1. Reactants: BrC1=NC=CC=C1 (2-Bromopyridine), BrC(C(=O)OCC)(F)F (ethyl bromodifluoroacetate), C(C)(=O)OC(C)C (isopropyl acetate). The reagents and catalysts are [Cu] (Copper). Run in CN(C)C=O (DMF). Run at temperature 75 celsius, time 10 minute. Yields the product FC(C(=O)OCC)(C1=NC=CC=C1)F (Ethyl difluoro(pyridin-2-yl)acetate). RXN SMILES: Br[C:2]1[CH:7]=[CH:6][CH:5]=[CH:4][N:3]=1.Br[C:9]([F:16])([F:15])[C:10]([O:12][CH2:13][CH3:14])=[O:11].C(OC(C)C)(=O)C>[Cu].CN(C=O)C>[F:15][C:9]([F:16])([C:2]1[CH:7]=[CH:6][CH:5]=[CH:4][N:3]=1)[C:10]([O:12][CH2:13][CH3:14])=[O:11]. Procedure: 2-Bromopyridine (20 g), ethyl bromodifluoroacetate (27.2 g) and DMF (120 mL) were added and stirred for 10 minutes under nitrogen. Copper powder was added to the reaction mixture and heated to 70-80° C. for 45 minutes. The reaction mixture was cooled to RT and 400 mL of isopropyl acetate (IPAc) was added. The reaction mixture was quenched with the aqueous potassium dihydrogen phosphate at 0-10° C. and stirred for 30 minutes. The reaction mixture was filtered off and the residue obtained was wash... The reactants are CC(=O)N1CCC(C(=O)c2ccc(F)cc2)CC1, C1COCCN1, CCOC(C)=O. Product: CC(=O)N1CCC(C(=O)c2ccc(N3CCOCC3)cc2)CC1. RXN SMILES: [C:1]([CH3:2])(=[O:3])[N:4]1[CH2:5][CH2:6][CH:7]([C:10]([c:11]2[cH:12][cH:13][c:14]([F:17])[cH:15][cH:16]2)=[O:18])[CH2:8][CH2:9]1.[CH2:19]1[CH2:20][O:21][CH2:22][CH2:23][NH:24]1.[CH3:25][CH2:26][O:27][C:28](=[O:29])[CH3:30]>>[C:1]([CH3:2])(=[O:3])[N:4]1[CH2:5][CH2:6][CH:7]([C:10]([c:11]2[cH:12][cH:13][c:14]([N:24]3[CH2:19][CH2:20][O:21][CH2:22][CH2:23]3)[cH:15][cH:16]2)=[O:18])[CH2:8][CH2:9]1. Starting materials: C(C)(C)(C)C1=CC=C(C=C1)S(=O)(=O)NC1=C(C=C(C=C1)I)C1=NN=C(N1C)CC (4-tert-butyl-N-[4-iodo-2-(5-ethyl-4-methyl-4H-[1,2,4]triazol-3-yl)-phenyl]-benzenesulfonamide), C(#N)[Cu] (CuCN), CN(C)C=O (DMF). Solvent: CCOC(=O)C (EtOAc). Conditions: temperature 100 celsius, time 48 hour. The product is C(C)(C)(C)C1=CC=C(C=C1)S(=O)(=O)NC1=C(C=C(C=C1)C#N)C1=NN=C(N1C)CC (4-tert-butyl-N-[4-cyano-2-(5-ethyl-4-methyl-4H-[1,2,4]triazol-3-yl)-phenyl]-benzenesulfonamide). Reaction SMILES: [C:1]([C:5]1[CH:10]=[CH:9][C:8]([S:11]([NH:14][C:15]2[CH:20]=[CH:19][C:18](I)=[CH:17][C:16]=2[C:22]2[N:26]([CH3:27])[C:25]([CH2:28][CH3:29])=[N:24][N:23]=2)(=[O:13])=[O:12])=[CH:7][CH:6]=1)([CH3:4])([CH3:3])[CH3:2].[C:30]([Cu])#[N:31].CN(C=O)C>CCOC(C)=O>[C:1]([C:5]1[CH:10]=[CH:9][C:8]([S:11]([NH:14][C:15]2[CH:20]=[CH:19][C:18]([C:30]#[N:31])=[CH:17][C:16]=2[C:22]2[N:26]([CH3:27])[C:25]([CH2:28][CH3:29])=[N:24][N:23]=2)(=[O:13])=[O:12])=[CH:7][CH:6]=1)([CH3:4])([CH3:3])[CH3:2]. Reported procedure: A 4 mL scintillation vial was charged with 4-tert-butyl-N-[4-iodo-2-(5-ethyl-4-methyl-4H-[1,2,4]triazol-3-yl)-phenyl]-benzenesulfonamide (prepared according to general procedure C, 18 mg, 0.034 mmol), CuCN (15 mg, 0.17 mmol), and DMF (500 μL). The reaction was then heated to 100° C. and stirred for 48 hours. The solution was then diluted with EtOAc and washed with an aqueous solution of EDTA (5% wt/wt). The organic layer was then concentrated and the residue purified by preparative TLC to afford...